This data is from the Open Reaction Database (ORD), a public repository of structured organic reaction records. The task is: describe an organic reaction: reactants, conditions, products, and yield Procedure details: A mixture of 800 mg of 6-(2-methoxyphenyl)-2,2,4-trimethyl-1,2-dihydroquinoline and 90 mL of acetonitrile was treated with 510 mg of N-bromosuccinimide (NBS) at −20° C. for 2 minutes. The reaction was quenched with water and extracted with EtOAc three times. The organic layers were combined and washed with 10% aqueous sodium thiosulfate (Na2S2O3) solution, water, and brine and then dried over magnesium sulfate. The residue was purified by flash chromatography to yield 776 mg of 4-bromomethyl-6-(... The yield is 75.6%. The reactants are COC1=C(C=CC=C1)C=1C=C2C(=CC(NC2=CC1)(C)C)C (6-(2-methoxyphenyl)-2,2,4-trimethyl-1,2-dihydroquinoline), BrN1C(CCC1=O)=O (N-bromosuccinimide). Product: BrCC1=CC(NC2=CC=C(C=C12)C1=C(C=CC=C1)OC)(C)C (4-bromomethyl-6-(2-methoxyphenyl)-2,2-dimethyl-1,2-dihydroquinoline). The solvent is C(C)#N (acetonitrile). RXN SMILES: [CH3:1][O:2][C:3]1[CH:8]=[CH:7][CH:6]=[CH:5][C:4]=1[C:9]1[CH:10]=[C:11]2[C:16](=[CH:17][CH:18]=1)[NH:15][C:14]([CH3:20])([CH3:19])[CH:13]=[C:12]2[CH3:21].[Br:22]N1C(=O)CCC1=O>C(#N)C>[Br:22][CH2:21][C:12]1[C:11]2[C:16](=[CH:17][CH:18]=[C:9]([C:4]3[CH:5]=[CH:6][CH:7]=[CH:8][C:3]=3[O:2][CH3:1])[CH:10]=2)[NH:15][C:14]([CH3:20])([CH3:19])[CH:13]=1. The reactants are N1=C(C=CC(=C1)NC(C(=O)OCC)=O)NC(C(=O)OCC)=O (Diethyl N,N'-2,5-pyridinediyldioxamate), Cl (hydrochloric acid). Run in [OH-].[Na+] (sodium hydroxide), O (water). The product is N1=C(C=CC(=C1)NC(C(=O)O)=O)NC(C(=O)O)=O (Pyridine- 2,5-diyldioxamic acid). As a reaction SMILES: [N:1]1[CH:6]=[C:5]([NH:7][C:8](=[O:14])[C:9]([O:11]CC)=[O:10])[CH:4]=[CH:3][C:2]=1[NH:15][C:16](=[O:22])[C:17]([O:19]CC)=[O:18].Cl>[OH-].[Na+].O>[N:1]1[CH:6]=[C:5]([NH:7][C:8](=[O:14])[C:9]([OH:11])=[O:10])[CH:4]=[CH:3][C:2]=1[NH:15][C:16](=[O:22])[C:17]([OH:19])=[O:18] |f:2.3|. Procedure: Diethyl N,N'-2,5-pyridinediyldioxamate (1.0 g., 0.0032 mole) is stirred in 1.0 N sodium hydroxide (25 ml.) at 70°-85° until solution is complete. The reaction mixture is diluted with water (25 ml.) and acidified (pH=3) with concentrated hydrochloric acid. The desired product is collected by filtration (0.35 g., 43%, m.p. 290°-295° dec). The reactants are F[C@@]12[C@]3(C=CC(C=C3CC[C@H]1[C@@H]1C[C@H]([C@](C(CO)=O)([C@]1(C[C@@H]2O)C)O)C)=O)C (9-fluoro-16α-methyl-11β,17,21-trihydroxypregna-1,4-diene-3,20-dione), [O-][Bi](=O)=O.[Na+] (sodium bismuthate). The solvent is C(Cl)(Cl)Cl (chloroform), C(C)(=O)O (acetic acid). The product is F[C@@]12[C@]3(C=CC(C=C3CC[C@H]1[C@@H]1C[C@H](C([C@@]1(C)C[C@@H]2O)=O)C)=O)C (9-Fluoro-11β-hydroxy-16α-methylandrosta-1,4-diene-3,17-dione). The yield is 81.6%. RXN SMILES: [F:1][C@:2]12[C@@H:22]([OH:23])[CH2:21][C@@:20]3([CH3:24])[C@@H:12]([CH2:13][C@@H:14]([CH3:26])[C@:15]3([OH:25])C(=O)CO)[C@@H:11]1[CH2:10][CH2:9][C:8]1[C@:3]2([CH3:28])[CH:4]=[CH:5][C:6](=[O:27])[CH:7]=1.[O-][Bi](=O)=O.[Na+]>C(O)(=O)C.C(Cl)(Cl)Cl>[F:1][C@:2]12[C@@H:22]([OH:23])[CH2:21][C@@:20]3([CH3:24])[C@@H:12]([CH2:13][C@@H:14]([CH3:26])[C:15]3=[O:25])[C@@H:11]1[CH2:10][CH2:9][C:8]1[C@:3]2([CH3:28])[CH:4]=[CH:5][C:6](=[O:27])[CH:7]=1 |f:1.2|. Procedure details: A solution of 33 g (84.09 mmole) of 9-fluoro-16α-methyl-11β,17,21-trihydroxypregna-1,4-diene-3,20-dione in 50% acetic acid (3 liters) was stirred with 320 g of sodium bismuthate at room temperature for 20 hours. The resulting brown suspension was filtered through a bed of deactivated silica powder and washed with 300 ml of 50% acetic acid. The filtrate was concentrated in vacuo to 500 ml, diluted with 250 ml of 20% hydrochloric acid and extracted with chloroform. The chloroform solution was wash...